This data is from the Open Reaction Database (ORD), a public repository of structured organic reaction records. The task is: describe an organic reaction: reactants, conditions, products, and yield Reactants: COC1=C(C(=O)N[C@@H]2[C@H](CCC2)NC2=NC=C(C=C2)C(F)(F)F)C(=CC=C1)OC (2,6-Dimethoxy-N-[(1S,2S)-2-{[5-(trifluoromethyl)pyridin-2-yl]amino}cyclopentyl]benzamide), ClC1=NC=C(N=C1)C(F)(F)F (2-chloro-5-(trifluoromethyl)pyrazine), Cl.N[C@@H]1[C@H](CCC1)NC(C1=C(C=CC=C1)N1N=CC=N1)=O (N-[(1S,2S)-2-aminocyclopentyl]-2-(2H-1,2,3-triazol-2-yl)benzamide hydrochloride), Cl.N[C@@H]1[C@H](CCC1)NC(C1=C(C=CC=C1)N1N=CC=N1)=O (N-[(1S,2S)-2-aminocyclopentyl]-2-(2H-1,2,3-triazol-2-yl)benzamide hydrochloride). The product is N=1N(N=CC1)C1=C(C(=O)N[C@@H]2[C@H](CCC2)NC2=NC=C(N=C2)C(F)(F)F)C=CC=C1 (2-(2H-1,2,3-Triazol-2-yl)-N-[(1S,2S)-2-{[5-(trifluoromethyl)pyrazin-2-yl]amino}cyclopentyl]benzamide). As a reaction SMILES: COC1C=CC=C(OC)C=1C(N[C@H]1CCC[C@@H]1NC1C=CC(C(F)(F)F)=CN=1)=O.Cl.[NH2:31][C@H:32]1[CH2:36][CH2:35][CH2:34][C@@H:33]1[NH:37][C:38](=[O:50])[C:39]1[CH:44]=[CH:43][CH:42]=[CH:41][C:40]=1[N:45]1[N:49]=[CH:48][CH:47]=[N:46]1.Cl[C:52]1[CH:57]=[N:56][C:55]([C:58]([F:61])([F:60])[F:59])=[CH:54][N:53]=1>>[N:49]1[N:45]([C:40]2[CH:41]=[CH:42][CH:43]=[CH:44][C:39]=2[C:38]([NH:37][C@H:33]2[CH2:34][CH2:35][CH2:36][C@@H:32]2[NH:31][C:52]2[CH:57]=[N:56][C:55]([C:58]([F:61])([F:60])[F:59])=[CH:54][N:53]=2)=[O:50])[N:46]=[CH:47][CH:48]=1 |f:1.2|. Procedure: Prepared according to the procedure for 2,6-dimethoxy-N-[(1S,2S)-2-{[5-(trifluoromethyl)pyridin-2-yl]amino}cyclopentyl]benzamide (Example 1) from N-[(1S,2S)-2-amino cyclopentyl]-2-(2H-1,2,3-triazol-2-yl)benzamide hydrochloride (Intermediate 4; 100 mg, 0.33 mmol) and 2-chloro-5-(trifluoromethyl)pyrazine (CAS number 799557-87-2; 59 mg, 0.33 mmol). The crude reaction was filtered through cotton wool before being purified by reverse phase preparative HPLC (eluted with acetonitrile/water containing 0...